This data is from the Open Reaction Database (ORD), a public repository of structured organic reaction records. The task is: describe an organic reaction: reactants, conditions, products, and yield The reactants are N1(CCCCC1)C1=CC=C(C=C1)N1N=C2CCNCCC2=C1 (2-[4-(1-piperidinyl)phenyl]-2,4,5,6,7,8-hexahydropyrazolo[3,4-d]azepine), C1(CCC1)=O (cyclobutanone), C(C)(=O)O[BH-](OC(C)=O)OC(C)=O.[Na+] (sodium triacetoxyborohydride). Reagents/catalysts: C(C)(=O)O (acetic acid). Solvent: ClCCl (dichloromethane), CO (methanol). Reaction conditions: time 50 minute. Yields the product C1(CCC1)N1CCC=2C(CC1)=CN(N2)C2=CC=C(C=C2)N2CCCCC2 (6-Cyclobutyl-2-[4-(1-piperidinyl)phenyl]-2,4,5,6,7,8-hexahydropyrazolo[3,4-d]azepine). As a reaction SMILES: [N:1]1([C:7]2[CH:12]=[CH:11][C:10]([N:13]3[CH:22]=[C:21]4[C:15]([CH2:16][CH2:17][NH:18][CH2:19][CH2:20]4)=[N:14]3)=[CH:9][CH:8]=2)[CH2:6][CH2:5][CH2:4][CH2:3][CH2:2]1.[C:23]1(=O)[CH2:26][CH2:25][CH2:24]1.C(O[BH-](OC(=O)C)OC(=O)C)(=O)C.[Na+]>ClCCl.C(O)(=O)C.CO>[CH:23]1([N:18]2[CH2:19][CH2:20][C:21]3=[CH:22][N:13]([C:10]4[CH:11]=[CH:12][C:7]([N:1]5[CH2:6][CH2:5][CH2:4][CH2:3][CH2:2]5)=[CH:8][CH:9]=4)[N:14]=[C:15]3[CH2:16][CH2:17]2)[CH2:26][CH2:25][CH2:24]1 |f:2.3|. Procedure: To a solution of 2-[4-(1-piperidinyl)phenyl]-2,4,5,6,7,8-hexahydropyrazolo[3,4-d]azepine (may be prepared as described in Description 43) (42 mg, 0.14 mmol) in dichloromethane (4 ml) was added cyclobutanone (30 μl, 0.42 mmol) followed by acetic acid (3 drops). The mixture was stirred at room temperature for 50 min, then treated with sodium triacetoxyborohydride (89 mg, 0.42 mmol). The mixture was stirred at room temperature for 2.5 hours, then it was diluted with methanol and purified by SCX car...